From a dataset of the Open Reaction Database (ORD), a public repository of structured organic reaction records. describe an organic reaction: reactants, conditions, products, and yield Reactants: ClC=1C=C(C=CC1Cl)CC#N (3,4-dichlorophenylacetonitrile), [NH4+].[OH-] (NH4OH). The reagents and catalysts are [Ni] (Ni). The solvent is C(C)O (ethanol). Yields the product ClC=1C=C(C=CC1Cl)CCN (2-(3,4-dichlorophenyl)ethylamine). The yield is 92.0%. RXN SMILES: [Cl:1][C:2]1[CH:3]=[C:4]([CH2:9][C:10]#[N:11])[CH:5]=[CH:6][C:7]=1[Cl:8].[NH4+].[OH-]>C(O)C.[Ni]>[Cl:1][C:2]1[CH:3]=[C:4]([CH2:9][CH2:10][NH2:11])[CH:5]=[CH:6][C:7]=1[Cl:8] |f:1.2|. Procedure: A solution of 3,4-dichlorophenylacetonitrile (3.001 g, 16.13 mmol) in ethanol (33 mL) and 29% NH4OH (6.7 ml, 611.2 mg, 17.44 mmol) in the presence of Raney Ni (333 mg, 3.887 mmol) was stirred vigorously under H2 (1 atm) for 6 h. The reaction mixture was filtered through Celite then the filtrate was concentrated under reduced pressure to give 2-(3,4-dichlorophenyl)ethylamine (2.82 g, 92%) as a pale yellow oil. LC/MS ((10%-99% CH3CN (0.035% TFA)/H2O (0.05% TFA)), m/z: M+1 obs=190.3; tr=0.80 min. Starting materials: [Br-], CS(=O)(=O)c1c(C[P+](c2ccccc2)(c2ccccc2)c2ccccc2)ccc2c1OCO2, COc1ncccc1CN1CCC(C=O)CC1, CC(C)(C)[O-], CN(C)C=O, [K+], O. The product is COc1ncccc1CN1CCC(CCc2ccc3c(c2S(C)(=O)=O)OCO3)CC1. Reaction SMILES: [Br-:18].[CH3:19][S:20](=[O:21])(=[O:22])[c:23]1[c:24]([CH2:25][P+:26]([c:27]2[cH:28][cH:29][cH:30][cH:31][cH:32]2)([c:33]2[cH:34][cH:35][cH:36][cH:37][cH:38]2)[c:39]2[cH:40][cH:41][cH:42][cH:43][cH:44]2)[cH:45][cH:46][c:47]2[c:48]1[O:49][CH2:50][O:51]2.[CH3:1][O:2][c:3]1[n:4][cH:5][cH:6][cH:7][c:8]1[CH2:9][N:10]1[CH2:11][CH2:12][CH:13]([CH:16]=[O:17])[CH2:14][CH2:15]1.[CH3:52][C:53]([CH3:54])([O-:55])[CH3:56].[CH3:59][N:60]([CH3:61])[CH:62]=[O:63].[K+:57].[OH2:58]>>[CH3:1][O:2][c:3]1[n:4][cH:5][cH:6][cH:7][c:8]1[CH2:9][N:10]1[CH2:11][CH2:12][CH:13]([CH2:16][CH2:25][c:24]2[c:23]([S:20]([CH3:19])(=[O:21])=[O:22])[c:48]3[c:47]([cH:46][cH:45]2)[O:51][CH2:50][O:49]3)[CH2:14][CH2:15]1. Reactants: FC(COC1=CC(=NC=C1C1(CCC1)F)C(=O)O)F (4-(2,2-difluoroethoxy)-5-(1-fluorocyclobutyl)pyridine-2-carboxylic acid), NC1(CS(C1)(=O)=O)CC(=O)N (2-(3-amino-1,1-dioxo-thietan-3-yl)acetamide). Procedure: The title compound was synthesized in analogy to Example 112e, using 4-(2,2-difluoroethoxy)-5-(1-fluorocyclobutyl)pyridine-2-carboxylic acid (example 308b) and 2-(3-amino-1,1-dioxo-thietan-3-yl)acetamide (example 160d) as starting materials and isolated (11.5 mg, 14%); MS (ESI, m/z): 436.3 (M+H+). Product: NC(CC1(CS(C1)(=O)=O)NC(=O)C1=NC=C(C(=C1)OCC(F)F)C1(CCC1)F)=O (N-[3-(2-amino-2-oxoethyl)-1,1-dioxothietan-3-yl]-4-(2,2-difluoroethoxy)-5-(1-fluorocyclobutyl)pyridine-2-carboxamide). Reaction SMILES: [F:1][CH:2]([F:19])[CH2:3][O:4][C:5]1[C:10]([C:11]2([F:15])[CH2:14][CH2:13][CH2:12]2)=[CH:9][N:8]=[C:7]([C:16]([OH:18])=O)[CH:6]=1.[NH2:20][C:21]1([CH2:27][C:28]([NH2:30])=[O:29])[CH2:24][S:23](=[O:26])(=[O:25])[CH2:22]1>>[NH2:30][C:28](=[O:29])[CH2:27][C:21]1([NH:20][C:16]([C:7]2[CH:6]=[C:5]([O:4][CH2:3][CH:2]([F:1])[F:19])[C:10]([C:11]3([F:15])[CH2:12][CH2:13][CH2:14]3)=[CH:9][N:8]=2)=[O:18])[CH2:22][S:23](=[O:25])(=[O:26])[CH2:24]1. RXN SMILES: C(NC(C)C)(C)C.C([Li])CCC.Cl.[Br:14][C:15]1[CH:20]=[CH:19][N:18]=[CH:17][CH:16]=1.CN([CH:24]=[O:25])C>C1COCC1>[Br:14][C:15]1[C:20]([CH:24]=[O:25])=[CH:19][N:18]=[CH:17][CH:16]=1 |f:2.3|. Product: BrC1=CC=NC=C1C=O (4-bromonicotinaldehyde). Isolated yield 63.8%. The solvent is C1CCOC1 (THF). Reported procedure: To a stirred solution of diisopropylamine (9.02 mL, 63.3 mmol) in THF (75 mL) at −78° C. was added n-butyllithium (1.6 M in hexane) (30 mL, 76 mmol) dropwise under nitrogen atmosphere. After complete addition the solution was stirred for 30 min at −78° C. 4-Bromopyridine HCl (5 g, 31.6 mmol) was added portionwise and the resultant solution stirred at −78° C. for 1 h. DMF (2.94 mL, 38.0 mmol) was then added dropwise at −78° C. to the solution. The reaction mixture was warmed to room temperature s... Reaction conditions: temperature -78 celsius, time 30 minute. The reactants are resultant solution, CN(C)C=O (DMF), C(C)(C)NC(C)C (diisopropylamine), C(CCC)[Li] (n-butyllithium), Cl.BrC1=CC=NC=C1 (4-Bromopyridine HCl). The reactants are [Al+3], CCOC(=O)c1cc(OCc2ccccc2)c2nc(C)c(C)n2c1, [H-], [H-], [H-], [H-], [Li+], C1CCOC1, O. The product is Cc1nc2c(OCc3ccccc3)cc(CO)cn2c1C. Reaction SMILES: [Al+3:26].[CH2:1]([c:2]1[cH:3][cH:4][cH:5][cH:6][cH:7]1)[O:8][c:9]1[c:10]2[n:11]([cH:12][c:13]([C:15](=[O:16])[O:17][CH2:18][CH3:19])[cH:14]1)[c:20]([CH3:24])[c:21]([CH3:23])[n:22]2.[H-:25].[H-:28].[H-:29].[H-:30].[Li+:27].[O:32]1[CH2:33][CH2:34][CH2:35][CH2:36]1.[OH2:31]>>[CH2:1]([c:2]1[cH:3][cH:4][cH:5][cH:6][cH:7]1)[O:8][c:9]1[c:10]2[n:11]([cH:12][c:13]([CH2:15][OH:16])[cH:14]1)[c:20]([CH3:24])[c:21]([CH3:23])[n:22]2. The product is ClC1=CC=C(C(=O)CC(=O)OCC)C=C1 (Ethyl 4-chlorobenzoylacetate). The reactants are CC(=O)C1=CC=C(C=C1)Cl (4-chloroacetophenone), CC(C)(C)[O-].[K+] (potassium tert-butylate), C(OCC)(OCC)=O (diethyl carbonate), S(O)(O)(=O)=O (sulfuric acid). Reaction SMILES: [CH3:1][C:2]([C:4]1[CH:9]=[CH:8][C:7]([Cl:10])=[CH:6][CH:5]=1)=[O:3].CC([O-])(C)C.[K+].[C:17](=O)([O:21]CC)[O:18][CH2:19][CH3:20].S(=O)(=O)(O)O>>[Cl:10][C:7]1[CH:8]=[CH:9][C:4]([C:2]([CH2:1][C:17]([O:18][CH2:19][CH3:20])=[O:21])=[O:3])=[CH:5][CH:6]=1 |f:1.2|. Reported procedure: 200 g (1.29 mol) of 4-chloroacetophenone (dissolved in 500 ml of diethyl carbonate) were added dropwise at 60° C. to a mixture of 296.4 g (2.59 mol) of potassium tert-butylate and 2.25 1 of diethyl carbonate. Thesuspension, which could be stirred with difficulty, was stirred at 60° C. for 3 h and then introduced into 2.7 1 of 10% strength sulfuric acid. Extraction with ethyl acetate, drying of the organic phase over magnesium sulfate and concentration in vacuo gave the crude product, which was p... The reactants are mixture, S(O)(O)(=O)=O (sulfuric acid), [N+](=O)(O)[O-] (nitric acid), C1=CC(=CC=C1C2=COC=3C=C(C=CC3C2=O)O)O (daidzein), O (water). The solvent is C(C)O (ethanol). Yields the product OC1=CC=C2C(C(=COC2=C1)C1=CC(=C(C=C1)O)[N+](=O)[O-])=O (7,4′-dihydroxy-3′-nitroisoflavone). As a reaction SMILES: S(=O)(=O)(O)O.[N+:6]([O-:9])(O)=[O:7].[CH:10]1[C:15]([C:16]2[C:25](=[O:26])[C:24]3[CH:23]=[CH:22][C:21]([OH:27])=[CH:20][C:19]=3[O:18][CH:17]=2)=[CH:14][CH:13]=[C:12]([OH:28])[CH:11]=1.O>C(O)C>[OH:27][C:21]1[CH:20]=[C:19]2[C:24]([C:25](=[O:26])[C:16]([C:15]3[CH:10]=[CH:11][C:12]([OH:28])=[C:13]([N+:6]([O-:9])=[O:7])[CH:14]=3)=[CH:17][O:18]2)=[CH:23][CH:22]=1. Procedure: 20 ml of a mixture of concentrated sulfuric acid and nitric acid (3:1) are added dropwise to a solution of 1 g of daidzein in 200 ml of dry ethanol at room temperature while stirring vigorously. The mixture is stirred for another 2 hours, and 400 ml of water are then added. The compound precipitates, is filtered off with suction and washed with water until neutral. The yellow product is recrystallized from alcohol. Yields the product CNC(=N)NC(=N)Nc1c(Cl)cc([N+](=O)[O-])cc1Cl. Starting materials: CNC(=N)NC(=N)Nc1c(Cl)cccc1Cl, Cl, [Na+], [OH-], O, O=[N+]([O-])O, O=S(=O)(O)O. As a reaction SMILES: [Cl:2][c:3]1[c:4]([NH:10][C:11](=[NH:12])[NH:13][C:14](=[NH:15])[NH:16][CH3:17])[c:5]([Cl:9])[cH:6][cH:7][cH:8]1.[ClH:1].[Na+:28].[OH-:27].[OH2:29].[OH:23][N+:24]([O-:25])=[O:26].[S:18](=[O:19])(=[O:20])([OH:21])[OH:22]>>[Cl:2][c:3]1[c:4]([NH:10][C:11](=[NH:12])[NH:13][C:14](=[NH:15])[NH:16][CH3:17])[c:5]([Cl:9])[cH:6][c:7]([N+:24](=[O:23])[O-:25])[cH:8]1. Starting materials: FC(OC1=CC=C(C=C1)N1C(NC(=CC1=O)C1=C(C=CC=C1)Cl)=O)(F)F (3-(4-trifluoromethoxyphenyl)-6-(2-chlorophenyl)-2,4(1H,3H)-pyrimidinedione), BrBr (bromine). The solvent is C(C)(=O)O (acetic acid). The product is FC(OC1=CC=C(C=C1)N1C(NC(=C(C1=O)Br)C1=C(C=CC=C1)Cl)=O)(F)F (3-(4-trifluoromethoxyphenyl)-5-bromo-6-(2-chlorophenyl)-2,4(1H,3H)-pyrimidinedione). The yield is 89.5%. Reaction SMILES: [F:1][C:2]([F:26])([F:25])[O:3][C:4]1[CH:9]=[CH:8][C:7]([N:10]2[C:15](=[O:16])[CH:14]=[C:13]([C:17]3[CH:22]=[CH:21][CH:20]=[CH:19][C:18]=3[Cl:23])[NH:12][C:11]2=[O:24])=[CH:6][CH:5]=1.[Br:27]Br>C(O)(=O)C>[F:26][C:2]([F:1])([F:25])[O:3][C:4]1[CH:9]=[CH:8][C:7]([N:10]2[C:15](=[O:16])[C:14]([Br:27])=[C:13]([C:17]3[CH:22]=[CH:21][CH:20]=[CH:19][C:18]=3[Cl:23])[NH:12][C:11]2=[O:24])=[CH:6][CH:5]=1. Reported procedure: 3.8 g of 3-(4-trifluoromethoxyphenyl)-6-(2-chlorophenyl)-2,4(1H,3H)-pyrimidinedione was added to 75 ml of acetic acid, followed by dropwise addition of 1.7 g of bromine to the solution with stirring at room temperature. The reaction mixture was further stirred for 2 hours and then the solvent was distilled away under reduced pressure. The residue was dissolved in 200 ml of ethyl acetate, washed with an aqueous solution of sodium hydrogencarbonate and water, and dried over anhydrous sodium sulfat...